Dataset: the Open Reaction Database (ORD), a public repository of structured organic reaction records. Task: describe an organic reaction: reactants, conditions, products, and yield The reactants are C1CCOC1, O=C(Oc1ccc([N+](=O)[O-])cc1)N1CCc2ccccc2C1c1ccc(C(F)(F)F)cc1, [H-], CN(C)C(=O)c1ccc(N)cc1, [Na+], O. Product: CN(C)C(=O)c1ccc(NC(=O)N2CCc3ccccc3C2c2ccc(C(F)(F)F)cc2)cc1. RXN SMILES: [CH2:48]1[O:49][CH2:50][CH2:51][CH2:52]1.[F:15][C:16]([c:17]1[cH:18][cH:19][c:20]([CH:23]2[N:24]([C:33](=[O:34])[O:35][c:36]3[cH:37][cH:38][c:39]([N+:40]([O-:41])=[O:42])[cH:43][cH:44]3)[CH2:25][CH2:26][c:27]3[cH:28][cH:29][cH:30][cH:31][c:32]32)[cH:21][cH:22]1)([F:45])[F:46].[H-:13].[NH2:1][c:2]1[cH:3][cH:4][c:5]([C:6](=[O:7])[N:8]([CH3:9])[CH3:10])[cH:11][cH:12]1.[Na+:14].[OH2:47]>>[NH:1]([c:2]1[cH:3][cH:4][c:5]([C:6](=[O:7])[N:8]([CH3:9])[CH3:10])[cH:11][cH:12]1)[C:33]([N:24]1[CH:23]([c:20]2[cH:19][cH:18][c:17]([C:16]([F:15])([F:45])[F:46])[cH:22][cH:21]2)[c:32]2[c:27]([cH:28][cH:29][cH:30][cH:31]2)[CH2:26][CH2:25]1)=[O:34]. The reactants are BrCCOCCOC (1-bromo-2-(2-methoxyethoxy)ethane), C([O-])([O-])=O.[K+].[K+] (potassium carbonate), [I-].[Na+] (sodium iodide), BrCCOCCOC (1-bromo-2-(2-methoxyethoxy)ethane), C([O-])([O-])=O.[K+].[K+] (potassium carbonate), [I-].[Na+] (sodium iodide), C(=O)(OCC1=CC=CC=C1)NCCCCC1=CC=C(C=C1)O (N-Cbz-4-(4-Hydroxyphenyl)butylamine), BrCCOCCOC (1-bromo-2-(2-methoxyethoxy)ethane), C([O-])([O-])=O.[K+].[K+] (potassium carbonate). Solvent: CN(C)C=O (DMF), CC(=O)C (acetone). Product: O(CCOCCOC)C1=CC=C(C=C1)C(CCCN)C(=O)OCC1=CC=CC=C1 (4-[4-(1,4,7-Trioxaoct-1-yl)phenyl]-N-benzyloxycarbonylbutylamine). Isolated yield 166.0%. Reaction SMILES: C([NH:11][CH2:12][CH2:13][CH2:14][CH2:15][C:16]1[CH:21]=[CH:20][C:19]([OH:22])=[CH:18][CH:17]=1)(OCC1C=CC=CC=1)=O.Br[CH2:24][CH2:25][O:26][CH2:27][CH2:28][O:29][CH3:30].[C:31](=[O:34])([O-])[O-:32].[K+].[K+].[I-].[Na+]>CC(C)=O.CN(C=O)C>[O:22]([C:19]1[CH:18]=[CH:17][C:16]([CH:15]([C:31]([O:32][CH2:15][C:16]2[CH:21]=[CH:20][CH:19]=[CH:18][CH:17]=2)=[O:34])[CH2:14][CH2:13][CH2:12][NH2:11])=[CH:21][CH:20]=1)[CH2:24][CH2:25][O:26][CH2:27][CH2:28][O:29][CH3:30] |f:2.3.4,5.6|. Reported procedure: 4-(4-Hydroxyphenyl)-N-benzyloxycarbonylbutylamine (29) (1.0 g, 3.3 mmol), 1-bromo-2-(2-methoxyethoxy)ethane (0.67 g, 3.7 mmol), and potassium carbonate (0.60 g, 4.3 mmol) were combined in acetone (20 mL), and stirred at reflux overnight. The reaction was allowed to cool, and then filtered and evaporated. The residue was re-subjected in methyl ethyl ketone (10 mL), 1-bromo-2-(2-methoxyethoxy)ethane (0.91 g, 5.0 mmol), potassium carbonate (0.74 g, 5.3 mmol), and sodium iodide (0.5 g, 3.3 mmol) wit... The reactants are BrC1=CC(=C(N1COCC[Si](C)(C)C)COC)C(=O)OCC (ethyl 5-bromo-2-methoxymethyl-1-(2-trimethylsilylethoxymethyl)-1H-pyrrol-3-carboxylate), ClC=1C(C(=C(C(C1Cl)=O)C#N)C#N)=O (2,3-dichloro-5,6-dicyano-1,4-benzoquinone), ClCCl (dichloromethane), O (water). Procedure: To 450 g (1.15 mol) of ethyl 5-bromo-2-methoxymethyl-1-(2-trimethylsilylethoxymethyl)-1H-pyrrol-3-carboxylate obtained in Reference example 15-(e) were added 5.4 L of dichloromethane and 540 ml of water, and then, 363 g (1.60 mol) of 2,3-dichloro-5,6-dicyano-1,4-benzoquinone was added to the mixture by dividing it into several portions at room temperature. The mixture was stirred at room temperature for 30 minutes, and then, refluxed for 6 hours. After completion of the reaction, 450 g of Celite... Isolated yield 99.4%. RXN SMILES: [Br:1][C:2]1[N:6]([CH2:7][O:8][CH2:9][CH2:10][Si:11]([CH3:14])([CH3:13])[CH3:12])[C:5]([CH2:15][O:16]C)=[C:4]([C:18]([O:20][CH2:21][CH3:22])=[O:19])[CH:3]=1.ClCCl.O.ClC1C(=O)C(C#N)=C(C#N)C(=O)C=1Cl>C1(C)C=CC=CC=1>[Br:1][C:2]1[N:6]([CH2:7][O:8][CH2:9][CH2:10][Si:11]([CH3:14])([CH3:12])[CH3:13])[C:5]([CH:15]=[O:16])=[C:4]([C:18]([O:20][CH2:21][CH3:22])=[O:19])[CH:3]=1. Product: BrC1=CC(=C(N1COCC[Si](C)(C)C)C=O)C(=O)OCC (Ethyl 5-bromo-2-formyl-1-(2-trimethylsilylethoxymethyl)-1H-pyrrol-3-carboxylate). Solvent: C1(=CC=CC=C1)C (toluene). Reaction conditions: time 30 minute. The reactants are O (water), BrC1=CC=NC2=C(C=CC(=C12)OC)OC (4-bromo-5,8-dimethoxyquinoline), [N+](=O)([O-])[O-].[NH4+].[Ce] (cerium ammonium nitrate). Run in CC#N (CH3CN). Conditions: time 30 minute. Product: BrC1=CC=NC=2C(C=CC(C12)=O)=O (4-Bromoquinoline-5,8-dione). Reaction SMILES: [Br:1][C:2]1[C:11]2[C:6](=[C:7]([O:14]C)[CH:8]=[CH:9][C:10]=2[O:12]C)[N:5]=[CH:4][CH:3]=1.O.[N+]([O-])([O-])=O.[NH4+].[Ce]>CC#N>[Br:1][C:2]1[C:11]2[C:10](=[O:12])[CH:9]=[CH:8][C:7](=[O:14])[C:6]=2[N:5]=[CH:4][CH:3]=1 |f:2.3.4|. Procedure details: 100 mg (0.373 mmol) of 4-bromo-5,8-dimethoxyquinoline are dissolved in 8 mL of CH3CN and 4 mL of water at room temperature. 0.6 g (1.11 mmol) of cerium ammonium nitrate (CAN) is added and the mixture is stirred for 30 min. After evaporating off the CH3CN on a rotary evaporator, 100 mL of water are added and the medium is extracted with CHCl3 (3 times 100 mL). After drying the organic phases over MgSO4 and evaporating off the solvent on a rotary evaporator, 83 mg of quinone are obtained in the fo... Starting materials: CCCc1nc2ccccc2n1Cc1ccc(C2CCCC2C(=O)OC)cc1, CO, [Na+], [OH-]. Yields the product CCCc1nc2ccccc2n1Cc1ccc(C2CCCC2C(=O)O)cc1. As a reaction SMILES: [CH2:1]([CH2:2][CH3:3])[c:4]1[n:5][c:6]2[c:7]([n:8]1[CH2:9][c:10]1[cH:11][cH:12][c:13]([CH:16]3[CH:17]([C:21](=[O:22])[O:23][CH3:24])[CH2:18][CH2:19][CH2:20]3)[cH:14][cH:15]1)[cH:25][cH:26][cH:27][cH:28]2.[CH3:31][OH:32].[Na+:30].[OH-:29]>>[CH2:1]([CH2:2][CH3:3])[c:4]1[n:5][c:6]2[c:7]([n:8]1[CH2:9][c:10]1[cH:11][cH:12][c:13]([CH:16]3[CH:17]([C:21](=[O:22])[OH:23])[CH2:18][CH2:19][CH2:20]3)[cH:14][cH:15]1)[cH:25][cH:26][cH:27][cH:28]2. The reactants are C1=CC=C(C=C1)OC2=CC=C(C=C2)F (4-fluorodiphenyl ether), ClS(=O)(=O)O (chlorosulphonic acid). Solvent: C(Cl)Cl (CH2Cl2). Run at temperature 0 celsius, time 2 hour. Product: FC1=CC=C(OC2=CC=C(C=C2)S(=O)(=O)O)C=C1 (4-(4-fluorophenoxy)benzenesulphonic acid). As a reaction SMILES: [CH:1]1[CH:6]=[CH:5][C:4]([O:7][C:8]2[CH:13]=[CH:12][C:11]([F:14])=[CH:10][CH:9]=2)=[CH:3][CH:2]=1.Cl[S:16]([OH:19])(=[O:18])=[O:17]>C(Cl)Cl>[F:14][C:11]1[CH:10]=[CH:9][C:8]([O:7][C:4]2[CH:3]=[CH:2][C:1]([S:16]([OH:19])(=[O:18])=[O:17])=[CH:6][CH:5]=2)=[CH:13][CH:12]=1. Procedure details: To a solution of 4-fluorodiphenyl ether 1b (1.00 g, 5.31 mmol) in dry CH2Cl2 (30 mL) under an argon atmosphere at 0° C., was added chlorosulphonic acid (0.35 mL, 5.31 mmol). The reaction mixture was stirred for 2 h at 0° C. The solvent was evaporated at room temperature and the residue dried overnight under vacuum to give the corresponding 4-(4-fluorophenoxy)benzenesulphonic acid (2b) as a pale-pink hygroscopic solid. Reactants: CC(C)(C)OC(=O)Nc1ccc(I)cc1[N+](=O)[O-], Cc1cccc(I)c1. Product: Cc1cccc(-c2ccc(NC(=O)OC(C)(C)C)c([N+](=O)[O-])c2)c1. RXN SMILES: [C:1]([CH3:2])([CH3:3])([CH3:4])[O:5][C:6]([NH:7][c:8]1[c:9]([N+:15](=[O:16])[O-:17])[cH:10][c:11]([I:14])[cH:12][cH:13]1)=[O:18].[I:19][c:20]1[cH:21][c:22]([CH3:26])[cH:23][cH:24][cH:25]1>>[C:1]([CH3:2])([CH3:3])([CH3:4])[O:5][C:6]([NH:7][c:8]1[c:9]([N+:15](=[O:16])[O-:17])[cH:10][c:11](-[c:20]2[cH:21][c:22]([CH3:26])[cH:23][cH:24][cH:25]2)[cH:12][cH:13]1)=[O:18]. Yields the product CC12C=CCC1C1CCC3=CC(=O)CCC3(C)C1CC2. The reactants are COC(=O)[O-], CO, Cc1ccccc1, CC12CCC(=O)C=C1CCC1C2CCC2(C)C(O)CCC12, COC(=O)Cl, c1ccncc1. Reaction SMILES: [C:35](=[O:36])([O-:37])[O:38][CH3:39].[CH3:33][OH:34].[CH3:40][c:41]1[cH:42][cH:43][cH:44][cH:45][cH:46]1.[CH:1]12[CH2:2][CH2:3][C:4]3=[CH:5][C:6](=[O:7])[CH2:8][CH2:9][C:10]3([CH3:11])[CH:12]1[CH2:13][CH2:14][C:15]1([CH3:16])[CH:17]([OH:18])[CH2:19][CH2:20][CH:21]21.[Cl:28][C:29]([O:30][CH3:31])=[O:32].[n:22]1[cH:23][cH:24][cH:25][cH:26][cH:27]1>>[CH:1]12[CH2:2][CH2:3][C:4]3=[CH:5][C:6](=[O:7])[CH2:8][CH2:9][C:10]3([CH3:11])[CH:12]1[CH2:13][CH2:14][C:15]1([CH3:16])[CH:17]=[CH:19][CH2:20][CH:21]21. Reactants: C(C)(C)(C)OC(NC=1OCC([C@@](N1)(C)C1=C(C=CC(=C1)NC1CCC=2C=C(C=NC12)C#N)F)(F)F)=O ({(R)-4-[5-((RS)-3-cyano-6,7-dihydro-5H-[1]pyrindin-7-ylamino)-2-fluoro-phenyl]-5,5-difluoro-4-methyl-5,6-dihydro-4H-[1,3]oxazin-2-yl}-carbamic acid tert-butyl ester), Cl (hydrochloric acid), C([O-])(O)=O.[Na+] (sodium bicarbonate). Yields the product NC=1OCC([C@@](N1)(C)C=1C=C(C=CC1F)NC1CCC=2C=C(C=NC12)C#N)(F)F ((RS)-7-[3-((R)-2-amino-5,5-difluoro-4-methyl-5,6-dihydro-4H-[1,3]oxazin-4-yl)-4-fluoro-phenylamino]-6,7-dihydro-5H-[1]pyrindine-3-carbonitrile). The yield is 13.7%. As a reaction SMILES: C(OC(=O)[NH:7][C:8]1[O:9][CH2:10][C:11]([F:35])([F:34])[C@:12]([C:15]2[CH:20]=[C:19]([NH:21][CH:22]3[C:30]4[N:29]=[CH:28][C:27]([C:31]#[N:32])=[CH:26][C:25]=4[CH2:24][CH2:23]3)[CH:18]=[CH:17][C:16]=2[F:33])([CH3:14])[N:13]=1)(C)(C)C.Cl.C(=O)(O)[O-].[Na+]>>[NH2:7][C:8]1[O:9][CH2:10][C:11]([F:34])([F:35])[C@:12]([C:15]2[CH:20]=[C:19]([NH:21][CH:22]3[C:30]4[N:29]=[CH:28][C:27]([C:31]#[N:32])=[CH:26][C:25]=4[CH2:24][CH2:23]3)[CH:18]=[CH:17][C:16]=2[F:33])([CH3:14])[N:13]=1 |f:2.3|. Procedure: A solution of {(R)-4-[5-((RS)-3-cyano-6,7-dihydro-5H-[1]pyrindin-7-ylamino)-2-fluoro-phenyl]-5,5-difluoro-4-methyl-5,6-dihydro-4H-[1,3]oxazin-2-yl}-carbamic acid tert-butyl ester (110 mg, 219 μmol) in hydrochloric acid (4M in dioxane; 1.65 ml, 6.58 mmol) was stirred at room temperature and the progress of reaction was followed on TLC. After completion, the mixture was poured into an aqueous saturated solution of sodium bicarbonate, then extracted with ethyl acetate. The combined organic layers w...